From a dataset of the Open Reaction Database (ORD), a public repository of structured organic reaction records. describe an organic reaction: reactants, conditions, products, and yield Reactants: NC1Cc2ccccc2C1, CC(C)CCO, CCOC(C)=O, CCN(C(C)C)C(C)C, Nc1nc(Cl)nc2c1ncn2C1OC(CO)C(O)C1O. As a reaction SMILES: [CH2:21]1[CH:22]([NH2:30])[CH2:23][c:24]2[cH:25][cH:26][cH:27][cH:28][c:29]21.[CH2:40]([OH:41])[CH2:42][CH:43]([CH3:44])[CH3:45].[CH3:46][CH2:47][O:48][C:49](=[O:50])[CH3:51].[CH:31]([N:32]([CH:33]([CH3:34])[CH3:35])[CH2:36][CH3:37])([CH3:38])[CH3:39].[Cl:1][c:2]1[n:3][c:4]([NH2:20])[c:5]2[n:6][cH:7][n:8]([CH:9]3[CH:10]([OH:11])[CH:12]([OH:13])[CH:14]([CH2:15][OH:16])[O:17]3)[c:18]2[n:19]1>>[c:2]1([NH:30][CH:22]2[CH2:21][c:29]3[c:24]([cH:25][cH:26][cH:27][cH:28]3)[CH2:23]2)[n:3][c:4]([NH2:20])[c:5]2[n:6][cH:7][n:8]([CH:9]3[CH:10]([OH:11])[CH:12]([OH:13])[CH:14]([CH2:15][OH:16])[O:17]3)[c:18]2[n:19]1. The product is Nc1nc(NC2Cc3ccccc3C2)nc2c1ncn2C1OC(CO)C(O)C1O. Starting materials: C(#N)C1(CC1)NC(=O)[C@H]1[C@@H](C[C@@H](C1)S(=O)(=O)C1=C(C=C(C=C1)F)Cl)CO ((1R,2R,4S)-4-(2-Chloro-4-fluoro-benzenesulfonyl)-2-hydroxymethyl-cyclopentanecarboxylic acid (1-cyano-cyclopropyl)-amide), ClC1=NC=C(C=C1)O (2-chloro-5-hydroxypyridine), C1(=CC=CC=C1)P(C1=CC=CC=C1)C1=CC=CC=C1 (triphenyl phosphine), C(C)(C)(C)OC(=O)N=NC(=O)OC(C)(C)C (di-tert-butyl-azodicarboxylate). The solvent is ClCCl (dichloromethane), O1CCCC1 (tetrahydrofuran). Reaction conditions: time 8 hour. The product is C(#N)C1(CC1)NC(=O)[C@H]1[C@@H](C[C@@H](C1)S(=O)(=O)C1=C(C=C(C=C1)F)Cl)COC=1C=NC(=CC1)Cl ((1R,2R,4S)-4-(2-Chloro-4-fluoro-benzenesulfonyl)-2-(6-chloro-pyridin-3-yloxymethyl)-cyclopentanecarboxylic acid (1-cyano-cyclopropyl)-amide). The yield is 38.4%. As a reaction SMILES: [C:1]([C:3]1([NH:6][C:7]([C@@H:9]2[CH2:13][C@@H:12]([S:14]([C:17]3[CH:22]=[CH:21][C:20]([F:23])=[CH:19][C:18]=3[Cl:24])(=[O:16])=[O:15])[CH2:11][C@H:10]2[CH2:25][OH:26])=[O:8])[CH2:5][CH2:4]1)#[N:2].[Cl:27][C:28]1[CH:33]=[CH:32][C:31](O)=[CH:30][N:29]=1.C1(P(C2C=CC=CC=2)C2C=CC=CC=2)C=CC=CC=1.C(OC(N=NC(OC(C)(C)C)=O)=O)(C)(C)C>ClCCl.O1CCCC1>[C:1]([C:3]1([NH:6][C:7]([C@@H:9]2[CH2:13][C@@H:12]([S:14]([C:17]3[CH:22]=[CH:21][C:20]([F:23])=[CH:19][C:18]=3[Cl:24])(=[O:15])=[O:16])[CH2:11][C@H:10]2[CH2:25][O:26][C:31]2[CH:30]=[N:29][C:28]([Cl:27])=[CH:33][CH:32]=2)=[O:8])[CH2:5][CH2:4]1)#[N:2]. Procedure: To a cold mixture (ice bath) of (1R,2R,4S)-4-(2-chloro-4-fluoro-benzenesulfonyl)-2-hydroxymethyl-cyclopentanecarboxylic acid (1-cyano-cyclopropyl)-amide (example 155, 28.5 mg), 2-chloro-5-hydroxypyridine (19 mg) and triphenyl phosphine (28 mg) in dichloromethane (1 mL) was added a solution of di-tert-butyl-azodicarboxylate (25 mg) in tetrahydrofuran (1 mL). The reaction mixture was stirred overnight then adsorbed unto silica and was purified by flash chromatography on silica gel with a gradient ... Starting materials: ClC=1C=NC=C(C1CC1=NN=CC2=CC(=CC=C12)OC)Cl (1-(3,5-dichloro-pyridin-4-ylmethyl)-6-methoxy-phthalazine), N#N (N2), ClC1=CC(=CC=C1)C(=O)OO (m-chloroperbenzoic acid). The solvent is C(Cl)Cl (CH2Cl2). The product is ClC=1C=NC=C(C1CC1=N[N+](=CC2=CC(=CC=C12)OC)[O-])Cl (1-(3,5-Dichloro-pyridin-4-ylmethyl)-6-methoxy-phthalazine 3-oxide). The yield is 30.4%. As a reaction SMILES: [Cl:1][C:2]1[CH:3]=[N:4][CH:5]=[C:6]([Cl:21])[C:7]=1[CH2:8][C:9]1[C:18]2[C:13](=[CH:14][C:15]([O:19][CH3:20])=[CH:16][CH:17]=2)[CH:12]=[N:11][N:10]=1.N#N.ClC1C=CC=C(C(OO)=[O:32])C=1>C(Cl)Cl>[Cl:1][C:2]1[CH:3]=[N:4][CH:5]=[C:6]([Cl:21])[C:7]=1[CH2:8][C:9]1[C:18]2[C:13](=[CH:14][C:15]([O:19][CH3:20])=[CH:16][CH:17]=2)[CH:12]=[N+:11]([O-:32])[N:10]=1. Procedure details: A solution of 1-(3,5-dichloro-pyridin-4-ylmethyl)-6-methoxy-phthalazine (1 g, 3.13 mmoles), prepared as described in example 5, in dry CH2Cl2 (15 ml), under stirring and N2 at room temperature, was added with m-chloroperbenzoic acid (0.81 g, 4.7 mmoles). After 1 hour the mixture was washed with 10% NaOH and water, anhydrified and brought to dryness. The residue was flash chromatographed (eluent: ethyl acetate 100%, then ethyl acetate/CH3OH 8:2) to give a solid which was crystallised from acetic ... Reactants: BrC=1SC(=C(N1)C(NC=1C=NN(C1[C@H]1OC[C@@H]([C@@H](CC1)NC(=O)OC(C)(C)C)F)C)=O)NC(OC(C)(C)C)=O (tert-butyl N-[2-bromo-4-[[5-[(2S,5R,6R)-5-(tert-butoxycarbonylamino)-6-fluoro-oxepan-2-yl]-1-methyl-pyrazol-4-yl]carbamoyl]thiazol-5-yl]carbamate), BrC=1SC(=C(N1)C(NC=1C=NN(C1[C@H]1OC[C@@H]([C@@H](CC1)NC(=O)OC(C)(C)C)F)C)=O)NC(OC(C)(C)C)=O (tert-butyl N-[2-bromo-4-[[5-[(2S,5R,6R)-5-(tert-butoxycarbonylamino)-6-fluoro-oxepan-2-yl]-1-methyl-pyrazol-4-yl]carbamoyl]thiazol-5-yl]carbamate), FC1=C(C=CC(=C1)C(F)(F)F)B(O)O ((2-fluoro-4-(trifluoromethyl)phenyl)boronic acid). Product: NC1=C(N=C(S1)C1=C(C=C(C=C1)C(F)(F)F)F)C(=O)NC=1C=NN(C1[C@H]1OC[C@@H]([C@@H](CC1)N)F)C (5-amino-N-(5-((2S,5R,6R)-5-amino-6-fluorooxepan-2-yl)-1-methyl-1H-pyrazol-4-yl)-2-(2-fluoro-4-(trifluoromethyl)phenyl)thiazole-4-carboxamide). As a reaction SMILES: Br[C:2]1[S:3][C:4]([NH:32]C(=O)OC(C)(C)C)=[C:5]([C:7](=[O:31])[NH:8][C:9]2[CH:10]=[N:11][N:12]([CH3:30])[C:13]=2[C@@H:14]2[CH2:20][CH2:19][C@@H:18]([NH:21]C(OC(C)(C)C)=O)[C@@H:17]([F:29])[CH2:16][O:15]2)[N:6]=1.[F:40][C:41]1[CH:46]=[C:45]([C:47]([F:50])([F:49])[F:48])[CH:44]=[CH:43][C:42]=1B(O)O>>[NH2:32][C:4]1[S:3][C:2]([C:42]2[CH:43]=[CH:44][C:45]([C:47]([F:50])([F:49])[F:48])=[CH:46][C:41]=2[F:40])=[N:6][C:5]=1[C:7]([NH:8][C:9]1[CH:10]=[N:11][N:12]([CH3:30])[C:13]=1[C@@H:14]1[CH2:20][CH2:19][C@@H:18]([NH2:21])[C@@H:17]([F:29])[CH2:16][O:15]1)=[O:31]. Reported procedure: Following the procedure for Example 101 starting from tert-butyl N-[2-bromo-4-[[5-[(2S,5R,6R)-5-(tert-butoxycarbonylamino)-6-fluoro-oxepan-2-yl]-1-methyl-pyrazol-4-yl]carbamoyl]thiazol-5-yl]carbamate (Intermediate 88), and replacing 3,6-dihydro-2H-pyran-4-boronic acid pinacol ester with (2-fluoro-4-(trifluoromethyl)phenyl)boronic acid gave 259. 1H NMR (400 MHz, DMSO-d6) δ 9.54 (s, 1H), 8.31 (q, J=9.1, 8.5 Hz, 1H), 7.93-7.84 (m, 1H), 7.83-7.71 (m, 2H), 7.61 (s, 2H), 5.17-4.82 (m, 2H), 4.31-4.14 (...